This data is from the Open Reaction Database (ORD), a public repository of structured organic reaction records. The task is: describe an organic reaction: reactants, conditions, products, and yield Yield: 57.9%. The reactants are C(C)N1C=C(C(C2=CC(=C(C(=C12)F)F)F)=O)C(=O)O (1-ethyl-6,7,8-trifluoro-1,4-dihydro-4-oxo-3-quinolinecarboxylic acid), NCC1CNCC1C (3-aminomethyl-4-methylpyrrolidine), C1CCC2=NCCCN2CC1 (DBU). The solvent is C(C)#N (acetonitrile). Reported procedure: A mixture of 1-ethyl-6,7,8-trifluoro-1,4-dihydro-4-oxo-3-quinolinecarboxylic acid (0.5 g), anhydrous acetonitrile (5 ml), 3-aminomethyl-4-methylpyrrolidine (0.22 g) and DBU (0.28 g) was refluxed for an hour and then stirred at room temperature for 3 hours. The resulting precipitate was collected by filtration and washed with ether to give the title compound (0.39 g) as pale yellow powder, mp 222°-224° C. Reaction SMILES: [CH2:1]([N:3]1[C:12]2[C:7](=[CH:8][C:9]([F:15])=[C:10](F)[C:11]=2[F:13])[C:6](=[O:16])[C:5]([C:17]([OH:19])=[O:18])=[CH:4]1)[CH3:2].[NH2:20][CH2:21][CH:22]1[CH:26]([CH3:27])[CH2:25][NH:24][CH2:23]1.C1CCN2C(=NCCC2)CC1>C(#N)C>[NH2:20][CH2:21][CH:22]1[CH:26]([CH3:27])[CH2:25][N:24]([C:10]2[C:11]([F:13])=[C:12]3[C:7]([C:6](=[O:16])[C:5]([C:17]([OH:19])=[O:18])=[CH:4][N:3]3[CH2:1][CH3:2])=[CH:8][C:9]=2[F:15])[CH2:23]1. Reaction conditions: time 3 hour. Yields the product NCC1CN(CC1C)C1=C(C=C2C(C(=CN(C2=C1F)CC)C(=O)O)=O)F (7-(3-Aminomethyl-4-methyl-1-pyrrolidinyl)-1-ethyl-6,8-difluoro-1,4-dihydro-4-oxo-3-quinolinecarboxylic acid). Reaction SMILES: [CH2:1]([c:2]1[cH:3][cH:4][cH:5][cH:6][cH:7]1)[O:8][CH2:9][CH:10]1[O:11][c:12]2[c:13]([n:14][c:15]([C:18]([F:19])([F:20])[F:21])[cH:16][cH:17]2)[O:22][CH2:23]1.[CH3:24][CH2:25][OH:26]>>[OH:8][CH2:9][CH:10]1[O:11][c:12]2[c:13]([n:14][c:15]([C:18]([F:19])([F:20])[F:21])[cH:16][cH:17]2)[O:22][CH2:23]1. Yields the product OCC1COc2nc(C(F)(F)F)ccc2O1. Reactants: FC(F)(F)c1ccc2c(n1)OCC(COCc1ccccc1)O2, CCO. Starting materials: COC(=O)C1=CC=C(C=C1)C1(CC1)NC(=O)C1CC2(CC2)CCN1C(=O)OC(C)(C)C (tert-butyl 5-((1-(4-(methoxycarbonyl)phenyl)cyclopropyl)carbamoyl)-6-azaspiro[2.5]octane-6-carboxylate), C(=O)(C(F)(F)F)O (TFA). As a reaction SMILES: [CH3:1][O:2][C:3]([C:5]1[CH:10]=[CH:9][C:8]([C:11]2([NH:14][C:15]([CH:17]3[N:24](C(OC(C)(C)C)=O)[CH2:23][CH2:22][C:19]4([CH2:21][CH2:20]4)[CH2:18]3)=[O:16])[CH2:13][CH2:12]2)=[CH:7][CH:6]=1)=[O:4].[C:32]([OH:38])([C:34]([F:37])([F:36])[F:35])=[O:33]>C(Cl)Cl>[F:35][C:34]([F:37])([F:36])[C:32]([OH:38])=[O:33].[CH2:20]1[C:19]2([CH2:22][CH2:23][NH:24][CH:17]([C:15]([NH:14][C:11]3([C:8]4[CH:9]=[CH:10][C:5]([C:3]([O:2][CH3:1])=[O:4])=[CH:6][CH:7]=4)[CH2:12][CH2:13]3)=[O:16])[CH2:18]2)[CH2:21]1 |f:3.4|. Solvent: C(Cl)Cl (DCM). Run at time 18 hour. The product is FC(C(=O)O)(F)F.C1CC12CC(NCC2)C(=O)NC2(CC2)C2=CC=C(C(=O)OC)C=C2 (methyl 4-(1-(6-azaspiro[2.5]octane-5-carboxamido)cyclopropyl)benzoate 2,2,2-trifluoroacetate). Procedure: tert-butyl 5-((1-(4-(methoxycarbonyl)phenyl)cyclopropyl)carbamoyl)-6-azaspiro[2.5]octane-6-carboxylate (D55) (19.7 g) was dissolved in DCM (220 ml) before adding TFA (35 ml). The reaction was stirred at RT for 18 hrs. After solvent evaporation the title compound (D89) (27 g) was isolated. Reactants: O[C@@H]1CN(CC[C@H]1CNCC1=CC=CC=C1)C(=O)OC(C)(C)C (1,1-dimethylethyl(trans)-3-hydroxy-4-[[(phenylmethyl)amino]methyl]-1-piperidinecarboxylate), ( 1-d ), [H][H] (hydrogen). The reagents and catalysts are [Pd] (palladium-on-carbon). Run in CO (methanol). The product is NC[C@H]1[C@@H](CN(CC1)C(=O)OC(C)(C)C)O (1,1-dimethylethyl(trans)-4-(aminomethyl)-3-hydroxy-1-piperidinecarboxylate). As a reaction SMILES: [OH:1][C@H:2]1[C@H:7]([CH2:8][NH:9]CC2C=CC=CC=2)[CH2:6][CH2:5][N:4]([C:17]([O:19][C:20]([CH3:23])([CH3:22])[CH3:21])=[O:18])[CH2:3]1.[H][H]>CO.[Pd]>[NH2:9][CH2:8][C@@H:7]1[CH2:6][CH2:5][N:4]([C:17]([O:19][C:20]([CH3:22])([CH3:21])[CH3:23])=[O:18])[CH2:3][C@H:2]1[OH:1]. Procedure details: A mixture of 1,1-dimethylethyl(trans)-3-hydroxy-4-[[(phenylmethyl)amino]methyl]-1-piperidinecarboxylate [described in WO-00/37461 as intermediate (1-d)] (0.023 mol) in methanol (100 ml) was hydrogenated with palladium-on-carbon (10%, 1 g) as a catalyst. After uptake of hydrogen (1 equivalent), the catalyst was filtered off and the filtrate was evaporated. The residue was solidified in DIPE+ACN, filtered off and dried, yielding 4 g of 1,1-dimethylethyl(trans)-4-(aminomethyl)-3-hydroxy-1-piperidin... Starting materials: CCOC(=O)C(C(=O)OCC)NC(=O)C (diethyl acetamido malonate), Na, diethyl acetamido malonic ester, CC[O-].[Na+] (NaOEt), CCOC(=O)C(C(=O)OCC)NC(=O)C (diethyl acetamido malonate), diethyl acetamido malonic ester, CCOC(=O)C(C(=O)OCC)NC(=O)C (diethyl acetamido malonate), [N+](=O)([O-])C1=CC=C(C=C1)CCCBr (4-nitrophenylpropyl bromide), [N+](=O)([O-])C1=CC=C(C=C1)CCCBr (4-nitrophenylpropyl bromide), CC[O-].[Na+] (NaOEt), Na. The solvent is CCO (EtOH), CCO (EtOH), C(C)O (Ethanol), C(C)O (Ethanol), C(C)O (ethanol), C(C)O (ethanol), CCO (EtOH), CCO (EtOH). Reaction conditions: temperature 50 celsius. Yields the product C(C)OC(C(C(=O)OCC)(CCCC1=CC=C(C=C1)[N+](=O)[O-])NC(C)=O)=O (2-Acetylamino-2-[3-(4-nitrophenyl)propyl]malonic acid diethyl ester). RXN SMILES: CC[O-].[Na+].[CH3:5][CH2:6][O:7][C:8]([CH:10]([NH:16][C:17]([CH3:19])=[O:18])[C:11]([O:13][CH2:14][CH3:15])=[O:12])=[O:9].[N+:20]([C:23]1[CH:28]=[CH:27][C:26]([CH2:29][CH2:30][CH2:31]Br)=[CH:25][CH:24]=1)([O-:22])=[O:21]>C(O)C>[CH2:14]([O:13][C:11](=[O:12])[C:10]([NH:16][C:17](=[O:18])[CH3:19])([CH2:31][CH2:30][CH2:29][C:26]1[CH:27]=[CH:28][C:23]([N+:20]([O-:22])=[O:21])=[CH:24][CH:25]=1)[C:8]([O:7][CH2:6][CH3:5])=[O:9])[CH3:15] |f:0.1|. Procedure details: To a round bottom flask was added anhydrous EtOH (60 mL). Na (1.58 g, 68.66 mmol) was portion wise added into EtOH. To a clear solution of NaOEt was drop wise added a solution of diethyl acetamido malonate (14.92 g, 68.66 mmol) in Ethanol (140 mL) over 30 min. The resulting mixture was then heated at 50° C. for 1.5 h and then reflux for 10 min. The solution became cloudy and light brownish indicating formation of deprotonated diethyl acetamido malonic ester. To the reaction mixture at reflux was... The reactants are ClC=1C(=NC=C(C1)Cl)N1C[C@H](NCC1)C ((3R)-1-(3,5-Dichloro-pyridin-2-yl)-3-methyl-piperazine), BrC1=CC(=CC2=C1NC(=N2)Cl)C(F)(F)F (7-bromo-2-chloro-5-trifluoromethyl-1H-benzoimidazole). Procedure: A mixture of the piperazine from step (a) above (148 mg, 0.6 mmol) and 7-bromo-2-chloro-5-trifluoromethyl-1H-benzoimidazole (150 mg, 0.5 mmmol, Example 6b) in dioxane (2 mL) reacted under the conditions of Example 3c to give the title compound. Mp: 135-137° C. MS (ESI, pos. ion) m/z: 510 (M+1) Product: BrC1=CC(=CC=2NC(=NC21)N2[C@@H](CN(CC2)C2=NC=C(C=C2Cl)Cl)C)C(F)(F)F (4-Bromo-2-[(2R)-4-(3,5-dichloro-pyridin-2-yl)-2-methyl-piperazin-1-yl]-6 trifluoromethyl-1H-benzoimidazole). Run in O1CCOCC1 (dioxane). As a reaction SMILES: [Cl:1][C:2]1[C:3]([N:9]2[CH2:14][CH2:13][NH:12][C@H:11]([CH3:15])[CH2:10]2)=[N:4][CH:5]=[C:6]([Cl:8])[CH:7]=1.[Br:16][C:17]1[C:22]2[NH:23][C:24](Cl)=[N:25][C:21]=2[CH:20]=[C:19]([C:27]([F:30])([F:29])[F:28])[CH:18]=1>O1CCOCC1>[Br:16][C:17]1[C:22]2[N:23]=[C:24]([N:12]3[CH2:13][CH2:14][N:9]([C:3]4[C:2]([Cl:1])=[CH:7][C:6]([Cl:8])=[CH:5][N:4]=4)[CH2:10][C@H:11]3[CH3:15])[NH:25][C:21]=2[CH:20]=[C:19]([C:27]([F:30])([F:29])[F:28])[CH:18]=1. The reactants are C1(=CC=CC=C1)[C@H](C)OC(NC=1C(=NOC1C1=CC=C(C=C1)Br)C)=O ([5-(4-bromo-phenyl)-3-methyl-isoxazol-4-yl]-carbamic acid (S)-1-phenyl-ethyl ester), C(C)OC(CC1=CC=C(C=C1)B1OC(C(O1)(C)C)(C)C)=O ([4-(4,4,5,5-tetramethyl-[1,3,2]dioxaborolan-2-yl)-phenyl]-acetic acid ethyl ester). The product is C(C)OC(CC1=CC=C(C=C1)C1=CC=C(C=C1)C1=C(C(=NO1)C)NC(=O)O[C@@H](C)C1=CC=CC=C1)=O ({4′-[3-methyl-4-((S)-1-phenyl-ethoxycarbonylamino)-isoxazol-5-yl]-biphenyl-4-yl}-acetic acid ethyl ester). Reaction SMILES: [C:1]1([C@@H:7]([O:9][C:10](=[O:25])[NH:11][C:12]2[C:13]([CH3:24])=[N:14][O:15][C:16]=2[C:17]2[CH:22]=[CH:21][C:20](Br)=[CH:19][CH:18]=2)[CH3:8])[CH:6]=[CH:5][CH:4]=[CH:3][CH:2]=1.[CH2:26]([O:28][C:29](=[O:46])[CH2:30][C:31]1[CH:36]=[CH:35][C:34](B2OC(C)(C)C(C)(C)O2)=[CH:33][CH:32]=1)[CH3:27]>>[CH2:26]([O:28][C:29](=[O:46])[CH2:30][C:31]1[CH:36]=[CH:35][C:34]([C:20]2[CH:21]=[CH:22][C:17]([C:16]3[O:15][N:14]=[C:13]([CH3:24])[C:12]=3[NH:11][C:10]([O:9][C@H:7]([C:1]3[CH:6]=[CH:5][CH:4]=[CH:3][CH:2]=3)[CH3:8])=[O:25])=[CH:18][CH:19]=2)=[CH:33][CH:32]=1)[CH3:27]. Reported procedure: Following the procedure described in Example 36, Step 6, [5-(4-bromo-phenyl)-3-methyl-isoxazol-4-yl]-carbamic acid (S)-1-phenyl-ethyl ester and [4-(4,4,5,5-tetramethyl-[1,3,2]dioxaborolan-2-yl)-phenyl]-acetic acid ethyl ester were reacted to provide {4′-[3-methyl-4-((S)-1-phenyl-ethoxycarbonylamino)-isoxazol-5-yl]-biphenyl-4-yl}-acetic acid ethyl ester, which was hydrolyzed to the acid as described in Example 34, Step 2. Starting materials: C(#N)CC(=O)NC(CCC)C1=CC=C(C=C1)OCCN(CC)CC (2-Cyano-N-(1-(4-(2-(diethylamino)ethoxy)phenyl)butyl)acetamide), NCCC(=O)O (β-alanine), O (water), BrC1=CC=CC(=N1)C=O (6-Bromopicolinaldehyde). Run in C(C)O (ethanol), C(C)(=O)OCC (ethyl acetate). Reaction conditions: time 18 hour. The product is BrC1=CC=CC(=N1)/C=C(/C(=O)NC(CCC)C1=CC=C(C=C1)OCCN(CC)CC)\C#N ((E)-3-(6-Bromopyridin-2-yl)-2-cyano-N-(1-(4-(2-(diethylamino)ethoxy)phenyl)butyl)acrylamide). Isolated yield 80.1%. RXN SMILES: [C:1]([CH2:3][C:4]([NH:6][CH:7]([C:11]1[CH:16]=[CH:15][C:14]([O:17][CH2:18][CH2:19][N:20]([CH2:23][CH3:24])[CH2:21][CH3:22])=[CH:13][CH:12]=1)[CH2:8][CH2:9][CH3:10])=[O:5])#[N:2].NCCC(O)=O.O.[Br:32][C:33]1[N:38]=[C:37]([CH:39]=O)[CH:36]=[CH:35][CH:34]=1>C(O)C.C(OCC)(=O)C>[Br:32][C:33]1[N:38]=[C:37](/[CH:39]=[C:3](\[C:1]#[N:2])/[C:4]([NH:6][CH:7]([C:11]2[CH:12]=[CH:13][C:14]([O:17][CH2:18][CH2:19][N:20]([CH2:23][CH3:24])[CH2:21][CH3:22])=[CH:15][CH:16]=2)[CH2:8][CH2:9][CH3:10])=[O:5])[CH:36]=[CH:35][CH:34]=1. Procedure: To the solution of 2-cyano-N-(1-(4-(2-(diethylamino)ethoxy)phenyl)butyl)acetamide (29; 116 mg, 0.35 mmol) in ethanol (2 mL) was added β-alanine (499 mg, 5.6 mmol) and water (2 mL). 6-Bromopicolinaldehyde (260 mg, 1.4 mmol) was added, and the resulting mixture was then stirred at room temperature for 18 hours. The reaction mixture was diluted with ethyl acetate, washed with sat. aqueous NaHCO3 (2×) and sat. brine, dried over sodium sulfate, and concentrated to a crude solid. Purification by flash... Starting materials: CCOC(=O)C(OC)P(=O)(OCC)OCC, CC(C)(C)[O-], COc1ccc(C=O)cc1C(=O)NCc1ccc(C(F)(F)F)cc1, [K+], C1CCOC1, O. The product is CCOC(=O)C(=Cc1ccc(OC)c(C(=O)NCc2ccc(C(F)(F)F)cc2)c1)OC. Reaction SMILES: [CH2:1]([O:2][P:3]([O:4][CH2:5][CH3:6])(=[O:7])[CH:9]([C:10](=[O:11])[O:12][CH2:13][CH3:14])[O:15][CH3:16])[CH3:8].[CH3:17][C:18]([CH3:19])([O-:20])[CH3:21].[F:23][C:24]([c:25]1[cH:26][cH:27][c:28]([CH2:31][NH:32][C:33]([c:34]2[c:35]([O:42][CH3:43])[cH:36][cH:37][c:38]([CH:40]=[O:41])[cH:39]2)=[O:44])[cH:29][cH:30]1)([F:45])[F:46].[K+:22].[O:48]1[CH2:49][CH2:50][CH2:51][CH2:52]1.[OH2:47]>>[C:9]([C:10](=[O:11])[O:12][CH2:13][CH3:14])([O:15][CH3:16])=[CH:40][c:38]1[cH:37][cH:36][c:35]([O:42][CH3:43])[c:34]([C:33]([NH:32][CH2:31][c:28]2[cH:27][cH:26][c:25]([C:24]([F:23])([F:45])[F:46])[cH:30][cH:29]2)=[O:44])[cH:39]1. Starting materials: CN(C)CC(=O)O, CN1CCOCC1, CCN=C=NCCCN(C)C, CN(C)C=O, CCOC(C)=O, CS(=O)(=O)c1ccc(C(CC2CCCC2)c2cc3cc(CO)cnc3[nH]2)cc1, Cl, O, On1nnc2ccccc21. Product: CN(C)CC(=O)OCc1cnc2[nH]c(C(CC3CCCC3)c3ccc(S(C)(=O)=O)cc3)cc2c1. As a reaction SMILES: [CH3:29][N:30]([CH3:31])[CH2:32][C:33](=[O:34])[OH:35].[CH3:36][N:37]1[CH2:38][CH2:39][O:40][CH2:41][CH2:42]1.[CH3:55][N:56]([CH3:57])[CH2:58][CH2:59][CH2:60][N:61]=[C:62]=[N:63][CH2:64][CH3:65].[CH3:66][N:67]([CH3:68])[CH:69]=[O:70].[CH3:71][CH2:72][O:73][C:74](=[O:75])[CH3:76].[CH:1]1([CH2:6][CH:7]([c:8]2[cH:9][cH:10][c:11]([S:14](=[O:15])(=[O:16])[CH3:17])[cH:12][cH:13]2)[c:18]2[cH:19][c:20]3[c:21]([n:22][cH:23][c:24]([CH2:26][OH:27])[cH:25]3)[nH:28]2)[CH2:2][CH2:3][CH2:4][CH2:5]1.[ClH:54].[OH2:43].[OH:44][n:45]1[c:46]2[cH:47][cH:48][cH:49][cH:50][c:51]2[n:52][n:53]1>>[CH:1]1([CH2:6][CH:7]([c:8]2[cH:9][cH:10][c:11]([S:14](=[O:15])(=[O:16])[CH3:17])[cH:12][cH:13]2)[c:18]2[cH:19][c:20]3[c:21]([n:22][cH:23][c:24]([CH2:26][O:27][C:33]([CH2:32][N:30]([CH3:29])[CH3:31])=[O:34])[cH:25]3)[nH:28]2)[CH2:2][CH2:3][CH2:4][CH2:5]1.